From a dataset of the Open Reaction Database (ORD), a public repository of structured organic reaction records. describe an organic reaction: reactants, conditions, products, and yield The reactants are BrC1=CC=C(C=C1)S(=O)(=O)Cl (4-Bromobenzenesulphonyl chloride), N1CCNCCC1 (homopiperazine). Solvent: ClCCl (dichloromethane), ClCCl (dichloromethane). Run at time 18 hour. Yields the product BrC1=CC=C(C=C1)S(=O)(=O)N1C=CN=CC=C1 (1-(4-bromophenylsulphonyl) 1,4-diazepine), solid. Reaction SMILES: [Br:1][C:2]1[CH:7]=[CH:6][C:5]([S:8](Cl)(=[O:10])=[O:9])=[CH:4][CH:3]=1.[NH:12]1[CH2:18][CH2:17][CH2:16][NH:15][CH2:14][CH2:13]1>ClCCl>[Br:1][C:2]1[CH:7]=[CH:6][C:5]([S:8]([N:15]2[CH:16]=[CH:17][CH:18]=[N:12][CH:13]=[CH:14]2)(=[O:10])=[O:9])=[CH:4][CH:3]=1. Procedure details: 4-Bromobenzenesulphonyl chloride (1.50 g) in dichloromethane (50 ml) was added slowly to a solution of homopiperazine (3.0 g) in dichloromethane (100 ml). The reaction was stirred at room temperature for 18 hrs. The reaction mixture was washed with water (40 ml) and brine (50 ml), dried (MgSO4) and solvent removed in vacuo. The product was recrystallised from dichloromethane/hexane to give 1-(4-bromophenylsulphonyl) 1,4-diazepine a white solid (650 mg), mp 95-97° C.; Starting materials: N1=CC=CC=C1 (pyridine), C(C(=C)C)(=O)OC(C1=CC=CC=C1)(C1=CC=CC=C1)C1=CC=CC=C1 (triphenylmethyl methacrylate), O (water). The solvent is C1CCOC1 (THF). Product: C1(=CC=CC=C1)C(C1=CC=CC=C1)(C1=CC=CC=C1)O (triphenylmethyl alcohol). As a reaction SMILES: N1C=CC=CC=1.C([O:12][C:13]([C:26]1[CH:31]=[CH:30][CH:29]=[CH:28][CH:27]=1)([C:20]1[CH:25]=[CH:24][CH:23]=[CH:22][CH:21]=1)[C:14]1[CH:19]=[CH:18][CH:17]=[CH:16][CH:15]=1)(=O)C(C)=C.O>C1COCC1>[C:14]1([C:13]([OH:12])([C:20]2[CH:21]=[CH:22][CH:23]=[CH:24][CH:25]=2)[C:26]2[CH:31]=[CH:30][CH:29]=[CH:28][CH:27]=2)[CH:19]=[CH:18][CH:17]=[CH:16][CH:15]=1. Reported procedure: The procedure of Example 2 was repeated except that 3.96 g (0.05 mol) of dry pyridine was used in place of triethylamine and the reaction was carried out in THF. It was confirmed when the reaction solution was examined by means of thin-layer chromatography that triphenylmethyl methacrylate was quantitatively formed. After the amine salt was removed by filtration, the solvent and excess pyridine were evaporated. The intended product was obtained as a syrup. An attempt to recrystallize it from eth... Starting materials: C(C1=CC=CC=C1)(=O)CC(C(=O)O)(C)C (3-benzoyl-2,2-dimethylpropionic acid), [Cl-].[Al+3].[Cl-].[Cl-] (aluminum chloride). Yields the product ClC=1C=C(C(=O)CC(C(=O)O)(C)C)C=CC1 (3-(m-Chlorobenzoyl)-2,2-dimethylpropionic acid). Reaction SMILES: [C:1]([CH2:9][C:10]([CH3:15])([CH3:14])[C:11]([OH:13])=[O:12])(=[O:8])[C:2]1[CH:7]=[CH:6][CH:5]=[CH:4][CH:3]=1.[Cl-:16].[Al+3].[Cl-].[Cl-]>>[Cl:16][C:4]1[CH:3]=[C:2]([CH:7]=[CH:6][CH:5]=1)[C:1]([CH2:9][C:10]([CH3:15])([CH3:14])[C:11]([OH:13])=[O:12])=[O:8] |f:1.2.3.4|. Procedure: Using the procedure of T. Joyima et al., Bull. Chem. Soc. Jap., 52(8) 2441-2442 (1979), 3-benzoyl-2,2-dimethylpropionic acid was converted into the title compound by chlorination in the presence of excess aluminum chloride.